This data is from the Open Reaction Database (ORD), a public repository of structured organic reaction records. The task is: describe an organic reaction: reactants, conditions, products, and yield Starting materials: CI (Methyliodide), C(#N)C=1C=CC2=C(C(=NC(O2)(C)C)C2=NC=CC=C2)C1 (6-cyano-2,2-dimethyl-4-(2-pyridyl)-2H-1,3-benzoxazine). Solvent: C(C)#N (acetonitrile). Product: [I-].C(#N)C=1C=CC2=C(C(=NC(O2)(C)C)C2=[N+](C=CC=C2)C)C1 (2-(6-cyano-2,2-dimethyl-2H-1,3-benzoxazin-4-yl)-1-methylpyridinium iodide). As a reaction SMILES: [CH3:1][I:2].[C:3]([C:5]1[CH:6]=[CH:7][C:8]2[O:13][C:12]([CH3:15])([CH3:14])[N:11]=[C:10]([C:16]3[CH:21]=[CH:20][CH:19]=[CH:18][N:17]=3)[C:9]=2[CH:22]=1)#[N:4]>C(#N)C>[I-:2].[C:3]([C:5]1[CH:6]=[CH:7][C:8]2[O:13][C:12]([CH3:15])([CH3:14])[N:11]=[C:10]([C:16]3[CH:21]=[CH:20][CH:19]=[CH:18][N+:17]=3[CH3:1])[C:9]=2[CH:22]=1)#[N:4] |f:3.4|. Reported procedure: Methyliodide (2 ml) was added to a solution of 6-cyano-2,2-dimethyl-4-(2-pyridyl)-2H-1,3-benzoxazine (0.20 g) in acetonitrile (14 ml) and the mixture was heated under reflux for 7 hours. After air-cooling, the solvent was distilled off under reduced pressure and the residue was crystallized from diethyl ether to obtain 2-(6-cyano-2,2-dimethyl-2H-1,3-benzoxazin-4-yl)-1-methylpyridinium iodide (0.29 g) (Compound 18). Reactants: BrN1C(CCC1=O)=O (N-bromo succinimide), N1(C(CCC1)C(=O)OC)C(=O)OC(C)(C)C (1-tert-butyl 2-methyl pyrrolidine-1,2-dicarboxylate), EtOAc hexanes. The solvent is C(Cl)(Cl)(Cl)Cl (carbon tetrachloride). Conditions: temperature 85 celsius. Yields the product BrC1=C(N(C=C1)C(=O)OC(C)(C)C)C(=O)OC (1-tert-butyl 2-methyl 3-bromo-1H-pyrrole-1,2-dicarboxylate). The yield is 40.0%. RXN SMILES: [Br:1]N1C(=O)CCC1=O.[N:9]1([C:18]([O:20][C:21]([CH3:24])([CH3:23])[CH3:22])=[O:19])[CH2:13][CH2:12][CH2:11][CH:10]1[C:14]([O:16][CH3:17])=[O:15]>C(Cl)(Cl)(Cl)Cl>[Br:1][C:11]1[CH:12]=[CH:13][N:9]([C:18]([O:20][C:21]([CH3:24])([CH3:23])[CH3:22])=[O:19])[C:10]=1[C:14]([O:16][CH3:17])=[O:15]. Procedure: Synthesis was carried out according to the procedure reported: Hasse et al., Aust. J. Chem., 62(7):683-691 (2009). Crystallized (from water) N-bromo succinimide (100 g, 564 mmol) was added to a solution of 1-tert-butyl 2-methyl pyrrolidine-1,2-dicarboxylate (34.0 g, 148 mmol) in carbon tetrachloride (17 L). The resulting suspension was heated at 85° C. for 2 h. The reaction mixture was cooled to 0° C. and the precipitated succinimide removed by filtration. The filtrate was concentrated under red... Starting materials: [N+](=O)([O-])C1=CC=C(C(=O)Cl)C=C1 (4-nitrobenzoyl chloride), CC(CN)CC (2-methylbutyl amine), CC(CNC(C1=CC=C(C=C1)[N+](=O)[O-])=O)CC (N-2-methylbutyl-4-nitrobenzamide). Product: CC(CNC(C1=CC=C(C=C1)NC(C)=O)=O)CC (N-2-methylbutyl-4-acetamidobenzamide). As a reaction SMILES: [N+](C1C=C[C:7]([C:8](Cl)=[O:9])=CC=1)([O-])=O.CC(CC)CN.[CH3:19][CH:20]([CH2:34][CH3:35])[CH2:21][NH:22][C:23](=[O:33])[C:24]1[CH:29]=[CH:28][C:27]([N+:30]([O-])=O)=[CH:26][CH:25]=1>>[CH3:19][CH:20]([CH2:34][CH3:35])[CH2:21][NH:22][C:23](=[O:33])[C:24]1[CH:29]=[CH:28][C:27]([NH:30][C:8](=[O:9])[CH3:7])=[CH:26][CH:25]=1. Reported procedure: The method of Example 3 is repeated using 4-nitrobenzoyl chloride and 2-methylbutyl amine in the amidation step. This yields N-2-methylbutyl-4-nitrobenzamide (CPI1146). Starting materials: C(C)C=1C(=NC(=CN1)CC)N[C@H]1[C@H](CC2=CC=CC=C12)O ((1R,2S)-1-[(3,6-diethylpyrazin-2-yl)amino]-2,3-dihydro-1H-inden-2-ol), ClC=1C(=NC=C(N1)CC)C1CC1 (3-chloro-2-cyclopropyl-5-ethylpyrazine). The product is C1(CC1)C=1C(=NC(=CN1)CC)N[C@H]1[C@H](CC2=CC=CC=C12)O ((1R,2S)-1-[(3-cyclopropyl-6-ethylpyrazin-2-yl)amino]-2,3-dihydro-1H-inden-2-ol). As a reaction SMILES: [CH2:1]([C:3]1[C:4]([NH:11][C@@H:12]2[C:20]3[C:15](=[CH:16][CH:17]=[CH:18][CH:19]=3)[CH2:14][C@@H:13]2[OH:21])=[N:5][C:6]([CH2:9][CH3:10])=[CH:7][N:8]=1)[CH3:2].Cl[C:23]1C(C2CC2)=NC=C(CC)N=1>>[CH:1]1([C:3]2[C:4]([NH:11][C@@H:12]3[C:20]4[C:15](=[CH:16][CH:17]=[CH:18][CH:19]=4)[CH2:14][C@@H:13]3[OH:21])=[N:5][C:6]([CH2:9][CH3:10])=[CH:7][N:8]=2)[CH2:23][CH2:2]1. Procedure: Following the procedure for the preparation of (1R,2S)-1-[(3,6-diethylpyrazin-2-yl)amino]-2,3-dihydro-1H-inden-2-ol but substituting 3-chloro-2-cyclopropyl-5-ethylpyrazine and making non-critical variations provided the title compound as a solid: 1H NMR (CDCl3) δ 0.93-1.02, 1.24-1.30, 1.72-1.81, 2.61-2.68, 3.06-3.30, 4.79-4.84, 5.36, 5.58, 7.24-7.35, 7.66; MS (ESI+) for C18H21N3O m/z 296 (M+H)+. Starting materials: C(C)(=O)O[BH-](OC(C)=O)OC(C)=O.[Na+] (sodium triacetoxyborohydride), FC=1C=C(N)C=C(C1F)F (3,4,5-trifluoroaniline), C1(CCCC1)=O (cyclopentanone), C(O)([O-])=O.[Na+] (sodium hydrogen carbonate). Run in ClC(C)Cl (dichloroethane), C(C)(=O)O (acetic acid). Run at time 3.5 hour. Yields the product C1(CCCC1)NC1=CC(=C(C(=C1)F)F)F (N-cyclopentyl-3,4,5-trifluoroaniline). As a reaction SMILES: C(O[BH-](OC(=O)C)OC(=O)C)(=O)C.[Na+].[F:15][C:16]1[CH:17]=[C:18]([CH:20]=[C:21]([F:24])[C:22]=1[F:23])[NH2:19].[C:25]1(=O)[CH2:29][CH2:28][CH2:27][CH2:26]1.C(=O)([O-])O.[Na+]>ClC(Cl)C.C(O)(=O)C>[CH:25]1([NH:19][C:18]2[CH:17]=[C:16]([F:15])[C:22]([F:23])=[C:21]([F:24])[CH:20]=2)[CH2:29][CH2:28][CH2:27][CH2:26]1 |f:0.1,4.5|. Procedure details: Under ice-cooling, 11.5 g of sodium triacetoxyborohydride was added in small portions to a solution of 4.0 g of 3,4,5-trifluoroaniline and 3.6 ml cyclopentanone in 150 ml dichloroethane and 3.1 ml acetic acid, and, after rising to room temperature, stirred for 3.5 hours. Aqueous saturated sodium hydrogen carbonate was added thereto, followed by extraction with chloroform and subsequent drying over anhydrous sodium sulfate. After filtration, the solvent was evaporated under a reduced pressure, an... Reactants: C(C)NC(=O)N (ethyl urea), ClC(C(=O)OCC)C(=O)C(F)(F)F (ethyl 2-chloro-4,4,4-trifluoroacetoacetate). The solvent is C(Cl)Cl (methylene chloride). The product is C(C)NC=1OC(=C(N1)C(F)(F)F)C(=O)OCC (Ethyl 2-(ethylamino)-4-(trifluoromethyl)-5-oxazolecarboxylate). The yield is 63.4%. RXN SMILES: [CH2:1]([NH:3][C:4]([NH2:6])=[O:5])[CH3:2].Cl[CH:8]([C:14]([C:16]([F:19])([F:18])[F:17])=O)[C:9]([O:11][CH2:12][CH3:13])=[O:10]>C(Cl)Cl>[CH2:1]([NH:3][C:4]1[O:5][C:8]([C:9]([O:11][CH2:12][CH3:13])=[O:10])=[C:14]([C:16]([F:17])([F:19])[F:18])[N:6]=1)[CH3:2]. Procedure details: By the procedures of Example 4, 5.3 g (60 mmol) of ethyl urea was reacted with 10.9 g (50 mmol) of ethyl 2-chloro-4,4,4-trifluoroacetoacetate at 140°-150° C. for 24 hours. The product mixture was treated with methylene chloride, washed with water, dried and concentrated. The residue was recrystallized from methylcyclohexane to yield 8.0 g of crystal product (m.p.=89°-90° C.) identified in Table I. Product: CN(C(=O)c1ccc(Cl)c(C2CC2)c1)C1CN(C(=O)C2CCN(C(=O)C3(C)CC3)CC2)CC1c1ccc(Cl)c(Cl)c1. Reactants: CN(C(=O)c1ccc(Cl)c(Br)c1)C1CN(C(=O)C2CCN(C(=O)C3(C)CC3)CC2)CC1c1ccc(Cl)c(Cl)c1, Cc1ccccc1, C1CCC(P(C2CCCCC2)C2CCCCC2)CC1, [K+], [N+3], O, O=P([O-])([O-])[O-]. RXN SMILES: [Br:1][c:2]1[cH:3][c:4]([C:5](=[O:6])[N:7]([CH3:8])[CH:9]2[CH2:10][N:11]([C:22](=[O:23])[CH:24]3[CH2:25][CH2:26][N:27]([C:30](=[O:31])[C:32]4([CH3:35])[CH2:33][CH2:34]4)[CH2:28][CH2:29]3)[CH2:12][CH:13]2[c:14]2[cH:15][c:16]([Cl:21])[c:17]([Cl:20])[cH:18][cH:19]2)[cH:36][cH:37][c:38]1[Cl:39].[CH3:66][c:67]1[cH:68][cH:69][cH:70][cH:71][cH:72]1.[CH:47]1([P:48]([CH:52]2[CH2:53][CH2:54][CH2:55][CH2:56][CH2:57]2)[CH:60]2[CH2:51][CH2:50][CH2:49][CH2:64][CH2:65]2)[CH2:58][CH2:59][CH2:61][CH2:62][CH2:63]1.[K+:45].[N+3:46].[OH2:73].[P:40]([O-:41])([O-:42])([O-:43])=[O:44]>>[c:2]1([CH:64]2[CH2:60][CH2:65]2)[cH:3][c:4]([C:5](=[O:6])[N:7]([CH3:8])[CH:9]2[CH2:10][N:11]([C:22](=[O:23])[CH:24]3[CH2:25][CH2:26][N:27]([C:30](=[O:31])[C:32]4([CH3:35])[CH2:33][CH2:34]4)[CH2:28][CH2:29]3)[CH2:12][CH:13]2[c:14]2[cH:15][c:16]([Cl:21])[c:17]([Cl:20])[cH:18][cH:19]2)[cH:36][cH:37][c:38]1[Cl:39]. The reactants are CCOC(=O)c1cn(Cc2ccccc2)nc1OCc1ccc(OCc2nc(-c3ccco3)oc2C)c(C)c1, CCO, Cl, [Na+], C1CCOC1, [OH-], O. The product is Cc1cc(COc2nn(Cc3ccccc3)cc2C(=O)O)ccc1OCc1nc(-c2ccco2)oc1C. As a reaction SMILES: [CH2:1]([c:2]1[cH:3][cH:4][cH:5][cH:6][cH:7]1)[n:8]1[n:9][c:10]([O:18][CH2:19][c:20]2[cH:21][c:22]([CH3:39])[c:23]([O:26][CH2:27][c:28]3[n:29][c:30](-[c:34]4[o:35][cH:36][cH:37][cH:38]4)[o:31][c:32]3[CH3:33])[cH:24][cH:25]2)[c:11]([C:13](=[O:14])[O:15][CH2:16][CH3:17])[cH:12]1.[CH3:49][CH2:50][OH:51].[ClH:47].[Na+:46].[O:40]1[CH2:41][CH2:42][CH2:43][CH2:44]1.[OH-:45].[OH2:48]>>[CH2:1]([c:2]1[cH:3][cH:4][cH:5][cH:6][cH:7]1)[n:8]1[n:9][c:10]([O:18][CH2:19][c:20]2[cH:21][c:22]([CH3:39])[c:23]([O:26][CH2:27][c:28]3[n:29][c:30](-[c:34]4[o:35][cH:36][cH:37][cH:38]4)[o:31][c:32]3[CH3:33])[cH:24][cH:25]2)[c:11]([C:13](=[O:14])[OH:15])[cH:12]1. Starting materials: [Li+].[BH4-] (LiBH4), [OH-].[Na+] (NaOH), C(C)OC(=O)C=1N(N=C(C1)C=1C=C2C3=C(N(C2=CC1)C)N(C(C(=C3)C3=CC=C(C=C3)Br)=O)C)C (5-[3-(4-bromophenyl)-1,9-dimethyl-2-oxo-2,9-dihydro-1H-pyrido[2,3-b]indol-6-yl]-2-methyl-2H-pyrazole-3-carboxylic acid ethyl ester), [Li+].[BH4-] (LiBH4). The solvent is C1CCOC1 (THF), C(Cl)Cl (CH2Cl2). Yields the product BrC1=CC=C(C=C1)C1=CC2=C(N(C3=CC=C(C=C23)C2=NN(C(=C2)CO)C)C)N(C1=O)C (3-(4-Bromophenyl)-6-(5-hydroxymethyl-1-methyl-1H-pyrazol-3-yl)-1,9-dimethyl-1,9-dihydropyrido[2,3-b]indol-2-one). Reaction SMILES: C([O:3][C:4]([C:6]1[N:7]([CH3:34])[N:8]=[C:9]([C:11]2[CH:12]=[C:13]3[C:17](=[CH:18][CH:19]=2)[N:16]([CH3:20])[C:15]2[N:21]([CH3:33])[C:22](=[O:32])[C:23]([C:25]4[CH:30]=[CH:29][C:28]([Br:31])=[CH:27][CH:26]=4)=[CH:24][C:14]3=2)[CH:10]=1)=O)C.[Li+].[BH4-].[OH-].[Na+]>C(Cl)Cl.C1COCC1>[Br:31][C:28]1[CH:29]=[CH:30][C:25]([C:23]2[C:22](=[O:32])[N:21]([CH3:33])[C:15]3[N:16]([CH3:20])[C:17]4[C:13]([C:14]=3[CH:24]=2)=[CH:12][C:11]([C:9]2[CH:10]=[C:6]([CH2:4][OH:3])[N:7]([CH3:34])[N:8]=2)=[CH:19][CH:18]=4)=[CH:26][CH:27]=1 |f:1.2,3.4|. Procedure details: 5-[3-(4-bromophenyl)-1,9-dimethyl-2-oxo-2,9-dihydro-1H-pyrido[2,3-b]indol-6-yl]-2-methyl-2H-pyrazole-3-carboxylic acid ethyl ester are dissolved in 5 ml of anhydrous CH2Cl2 anhydrous. The mixture is refluxed and then 0.2 ml of 1M LiBH4 in THF is added. The mixture is refluxed for 20 hours, while further adding 3 times 0.2 ml of LiBH4. The mixture is allowed to return to ambient temperature and 1 ml of 2N NaOH is added. The reaction medium is evaporated to dryness. Water is added, and the medium ...